Dataset: the Open Reaction Database (ORD), a public repository of structured organic reaction records. Task: describe an organic reaction: reactants, conditions, products, and yield Reactants: mixture, CN(C1=NC=CC(=C1)C=1N=C(NC1)S)C (4-(2-dimethylamino-4-pyridyl)imidazole-2-thiol). Reagents/catalysts: [Ni] (Raney nickel). The solvent is CN(C=O)C (dimethylformamide). The product is CN(C1=NC=CC(=C1)C=1N=CNC1)C (2-dimethylamino-4-(4-imidazolyl)pyridine). RXN SMILES: [CH3:1][N:2]([CH3:15])[C:3]1[CH:8]=[C:7]([C:9]2[N:10]=[C:11](S)[NH:12][CH:13]=2)[CH:6]=[CH:5][N:4]=1>[Ni].CN(C)C=O>[CH3:1][N:2]([CH3:15])[C:3]1[CH:8]=[C:7]([C:9]2[N:10]=[CH:11][NH:12][CH:13]=2)[CH:6]=[CH:5][N:4]=1. Procedure: A mixture 800 mg. (3.63 mmoles) of 4-(2-dimethylamino-4-pyridyl)imidazole-2-thiol, 2 g. of Raney nickel and 20 ml. of dimethylformamide was heated at 120° C. for 3.5 hours. The catalyst was filtered and the filtrate concentrated to an oil which solidified on treatment with ether. The product was purified by chromatographing on 10 g. of florisil using chloroform-methanol (9:1, v:v) as the eluent, 361 mg., m.p. 173°-173.5° C. The reactants are NC(C(=O)O)C1=CC=C(C=C1)O ((-)-α-amino-4-hydroxybenzeneacetic acid), Br (hydrobromic acid), C=O (formaldehyde), Br (hydrogen bromide). Reaction conditions: time 7.5 minute. Yields the product Br.NC(C(=O)O)C1=CC(=C(C=C1)O)CBr ((-)-α-Amino-3-(bromomethyl)-4-hydroxybenzeneacetic acid hydrobromide). Reaction SMILES: [NH2:1][CH:2]([C:6]1[CH:11]=[CH:10][C:9]([OH:12])=[CH:8][CH:7]=1)[C:3]([OH:5])=[O:4].[BrH:13].[CH2:14]=O>>[BrH:13].[NH2:1][CH:2]([C:6]1[CH:11]=[CH:10][C:9]([OH:12])=[C:8]([CH2:14][Br:13])[CH:7]=1)[C:3]([OH:5])=[O:4] |f:3.4|. Reported procedure: To a solution of (-)-α-amino-4-hydroxybenzeneacetic acid (0.6 mole) in a minimum amount of concentrated hydrobromic acid at 35°-40° C. is added 50 ml of aqueous formaldehyde (35-37%) (0.6 mole). The addition of hydrogen bromide gas is begun. After 5-10 minutes, a solid begins to precipitate. Stirring is continued for 30 minutes. The title compound is collected and washed with ether and acetone. Reactants: C(C)(C)(C)C1=CC=C(C=C1)B(O)O ((4-(tert-butyl)phenyl)boronic acid), bis(acetate)triphenylphosphine palladium(11), C(C1=CC=CC=C1)(=O)NC1=C(C(=O)OC)C=CC(=C1)Br (methyl 2-(benzamido)-4-bromobenzoate), C([O-])([O-])=O.[Na+].[Na+] (sodium carbonate), polymer. Solvent: CN(C(C)=O)C (N,N-dimethylacetamide). Reaction conditions: temperature 90 celsius, time 21 hour. The product is C(C1=CC=CC=C1)(=O)NC1=C(C(=O)O)C=CC(=C1)C1=CC=C(C=C1)C(C)(C)C (2-(benzamido)-4-(4-(tert-butyl)phenyl)benzoic acid). The yield is 11.9%. RXN SMILES: [C:1]([C:5]1[CH:10]=[CH:9][C:8](B(O)O)=[CH:7][CH:6]=1)([CH3:4])([CH3:3])[CH3:2].C(=O)([O-])[O-].[Na+].[Na+].[C:20]([NH:28][C:29]1[CH:38]=[C:37](Br)[CH:36]=[CH:35][C:30]=1[C:31]([O:33]C)=[O:32])(=[O:27])[C:21]1[CH:26]=[CH:25][CH:24]=[CH:23][CH:22]=1>CN(C)C(=O)C>[C:20]([NH:28][C:29]1[CH:38]=[C:37]([C:8]2[CH:9]=[CH:10][C:5]([C:1]([CH3:4])([CH3:3])[CH3:2])=[CH:6][CH:7]=2)[CH:36]=[CH:35][C:30]=1[C:31]([OH:33])=[O:32])(=[O:27])[C:21]1[CH:22]=[CH:23][CH:24]=[CH:25][CH:26]=1 |f:1.2.3|. Reported procedure: 56 mg of (4-(tert-butyl)phenyl)boronic acid, 55 mg of sodium carbonate and 30 mg of polymer supported bis(acetate)triphenylphosphine palladium(11) were added to 2.5 mL of N,N-dimethylacetamide solution containing 70 mg of methyl 2-(benzamido)-4-bromobenzoate, and stirred at 90° C. for 21 hours. After the reaction mixture was cooled to room temperature, insoluble were removed by filtration and ethyl acetate and 1.0 mol/L hydrochloric acid were added. The organic layer was separated and dried over... Starting materials: C(N)(OCCCC)=O (butyl carbamate), C=C(C)C (isobutene). The reagents and catalysts are C(CCC)O (butanol). Conditions: temperature 70 celsius, time 4 hour. The product is C(C)(C)(C)NC(OCCCC)=O (butyl N-tert.-butylcarbamate). Yield: 93.0%. As a reaction SMILES: [C:1](=[O:8])([O:3][CH2:4][CH2:5][CH2:6][CH3:7])[NH2:2].[CH2:9]=[C:10]([CH3:12])[CH3:11]>C(O)CCC>[C:10]([NH:2][C:1](=[O:8])[O:3][CH2:4][CH2:5][CH2:6][CH3:7])([CH3:12])([CH3:11])[CH3:9]. Reported procedure: A stirred mixture of 117 g of butyl carbamate, 5 g of butanol, 15 g of ®LEWASORB AC-10 and 60 g of isobutene was heated to 70° C. in a stirred autoclave, and stirring was continued at this temperature for 4 hours. Thereafter, the catalyst was separated off and the mixture was distilled under reduced pressure. 161 g (93% of theory) of butyl N-tert.-butylcarbamate of boiling point 110°-111° C./20 mbar were obtained. No substantial amount of diisobutene was detected. Reactants: ClC1=NC2=CC=C(C=C2C(=C1C1=CC=CC=C1)Cl)C(O)(C=1C=NC(=CC1)C(F)(F)F)C1=CN=CN1C.C(=O)(C(F)(F)F)O ((2,4-Dichloro-3-phenylquinolin-6-yl)(1-methyl-1H-imidazol-5-yl)[6-(trifluoromethyl)pyridin-3-yl]methanol•TFA), N1CCC1 (azetidine), CN(C=O)C (dimethylformamide). The solvent is C(C)(=O)OCC (ethyl acetate). Reaction conditions: temperature 100 celsius, time 2 day. Yields the product N1(CCC1)C1=NC2=CC=C(C=C2C(=C1C1=CC=CC=C1)Cl)C(O)(C=1C=NC(=CC1)C(F)(F)F)C1=CN=CN1C (racemic (2-azetidin-1-yl-4-chloro-3-phenylquinolin-6-yl)(1-methyl-1H-imidazol-5-yl) [6-(trifluoromethyl)pyridin-3-yl]methanol). As a reaction SMILES: Cl[C:2]1[C:11]([C:12]2[CH:17]=[CH:16][CH:15]=[CH:14][CH:13]=2)=[C:10]([Cl:18])[C:9]2[C:4](=[CH:5][CH:6]=[C:7]([C:19]([C:31]3[N:35]([CH3:36])[CH:34]=[N:33][CH:32]=3)([C:21]3[CH:22]=[N:23][C:24]([C:27]([F:30])([F:29])[F:28])=[CH:25][CH:26]=3)[OH:20])[CH:8]=2)[N:3]=1.C(O)(C(F)(F)F)=O.[NH:44]1[CH2:47][CH2:46][CH2:45]1.CN(C)C=O>C(OCC)(=O)C>[N:44]1([C:2]2[C:11]([C:12]3[CH:13]=[CH:14][CH:15]=[CH:16][CH:17]=3)=[C:10]([Cl:18])[C:9]3[C:4](=[CH:5][CH:6]=[C:7]([C:19]([C:31]4[N:35]([CH3:36])[CH:34]=[N:33][CH:32]=4)([C:21]4[CH:22]=[N:23][C:24]([C:27]([F:28])([F:30])[F:29])=[CH:25][CH:26]=4)[OH:20])[CH:8]=3)[N:3]=2)[CH2:47][CH2:46][CH2:45]1 |f:0.1|. Procedure details: To a 5 mL sealed tube was added (2,4-dichloro-3-phenylquinolin-6-yl)(1-methyl-1H-imidazol-5-yl)[6-(trifluoromethyl)pyridin-3-yl]methanol (200 mg, 0.38 mmol, 1 equivalent, Example 109), azetidine (108 mg, 1.89 mmol, 5 equivalents) and dimethylformamide (2 mL). The reaction vessel was sealed and heated in a 100° C. oil bath. After two days, the vessel was cooled and contents transferred to a reparatory funnel with ethyl acetate dilution. The organic phase was extracted with saturated, aqueous ammo...